Dataset: the Open Reaction Database (ORD), a public repository of structured organic reaction records. Task: describe an organic reaction: reactants, conditions, products, and yield Starting materials: Brc1nccs1, Cc1ccccc1, [Na+], O=C(C=Cc1ccccc1)C=Cc1ccccc1, O=C(C=Cc1ccccc1)C=Cc1ccccc1, O=C(C=Cc1ccccc1)C=Cc1ccccc1, [Pd], [Pd], [S-]c1ccccc1. Product: c1ccc(Sc2nccs2)cc1. RXN SMILES: [Br:9][c:10]1[s:11][cH:12][cH:13][n:14]1.[CH3:15][c:16]1[cH:17][cH:18][cH:19][cH:20][cH:21]1.[Na+:8].[O:24]=[C:25]([CH:26]=[CH:27][c:28]1[cH:29][cH:30][cH:31][cH:32][cH:33]1)[CH:34]=[CH:35][c:36]1[cH:37][cH:38][cH:39][cH:40][cH:41]1.[O:42]=[C:43]([CH:44]=[CH:45][c:46]1[cH:47][cH:48][cH:49][cH:50][cH:51]1)[CH:52]=[CH:53][c:54]1[cH:55][cH:56][cH:57][cH:58][cH:59]1.[O:60]=[C:61]([CH:62]=[CH:63][c:64]1[cH:65][cH:66][cH:67][cH:68][cH:69]1)[CH:70]=[CH:71][c:72]1[cH:73][cH:74][cH:75][cH:76][cH:77]1.[Pd:22].[Pd:23].[c:1]1([S-:7])[cH:2][cH:3][cH:4][cH:5][cH:6]1>>[c:1]1([S:7][c:10]2[s:11][cH:12][cH:13][n:14]2)[cH:2][cH:3][cH:4][cH:5][cH:6]1.